Dataset: the Open Reaction Database (ORD), a public repository of structured organic reaction records. Task: describe an organic reaction: reactants, conditions, products, and yield Reactants: OC1CCC2CCC1(c1ccccc1)N2Cc1ccccc1, CCO, C1=CCC=CC1, O. Yields the product OC1CCC2CCC1(c1ccccc1)N2. Reaction SMILES: [CH2:1]([c:2]1[cH:3][cH:4][cH:5][cH:6][cH:7]1)[N:8]1[C:9]2([c:17]3[cH:18][cH:19][cH:20][cH:21][cH:22]3)[CH:10]([OH:16])[CH2:11][CH2:12][CH:13]1[CH2:14][CH2:15]2.[CH3:30][CH2:31][OH:32].[CH:23]1=[CH:28][CH2:27][CH:26]=[CH:25][CH2:24]1.[OH2:29]>>[NH:8]1[C:9]2([c:17]3[cH:18][cH:19][cH:20][cH:21][cH:22]3)[CH:10]([OH:16])[CH2:11][CH2:12][CH:13]1[CH2:14][CH2:15]2. RXN SMILES: C([O:3][C:4](=[O:10])[C@H:5]([CH3:9])[NH:6][CH2:7][CH3:8])C.[C:11](Cl)(=[O:23])[CH2:12][CH2:13][CH2:14][CH2:15][CH2:16][CH2:17][CH2:18][CH2:19][CH2:20][CH2:21][CH3:22]>>[CH2:7]([N:6]([C:11](=[O:23])[CH2:12][CH2:13][CH2:14][CH2:15][CH2:16][CH2:17][CH2:18][CH2:19][CH2:20][CH2:21][CH3:22])[C@H:5]([C:4]([OH:10])=[O:3])[CH3:9])[CH3:8]. Procedure: Example 1A was repeated, replacing starting materials with N-ethyl alanine ethyl ester and dodecanoyl chloride and followed by hydrolysis to give N-Ethyl-N-(1-oxododecyl)alanine. Yields the product C(C)N([C@@H](C)C(=O)O)C(CCCCCCCCCCC)=O (N-Ethyl-N-(1-oxododecyl)alanine). Reactants: C(C)OC([C@@H](NCC)C)=O (N-ethyl alanine ethyl ester), C(CCCCCCCCCCC)(=O)Cl (dodecanoyl chloride). The reactants are BrC1=C(C=CC=C1)CCC(=O)O (3-(2-bromo-phenyl)-propionic acid), C(C(=O)Cl)(=O)Cl (oxalyl chloride), [Al+3].[Cl-].[Cl-].[Cl-] (AlCl3). The reagents and catalysts are CN(C)C=O (DMF). Solvent: C(Cl)Cl (CH2Cl2). Run at temperature 0 celsius. The product is BrC1=C2CCC(C2=CC=C1)=O (4-Bromoindan-1-one). Reaction SMILES: [Br:1][C:2]1[CH:7]=[CH:6][CH:5]=[CH:4][C:3]=1[CH2:8][CH2:9][C:10]([OH:12])=O.C(Cl)(=O)C(Cl)=O.[Al+3].[Cl-].[Cl-].[Cl-]>C(Cl)Cl.CN(C=O)C>[Br:1][C:2]1[CH:7]=[CH:6][CH:5]=[C:4]2[C:3]=1[CH2:8][CH2:9][C:10]2=[O:12] |f:2.3.4.5|. Procedure details: 4-Bromo-indan-1-one was obtained by the following procedure: A solution of 3-(2-bromo-phenyl)-propionic acid (commercially available from Oakwood Products) (15.0 g, 65.5 mmol) in CH2Cl2 at 0° C. was reacted with oxalyl chloride (7.2 mL, 1.5 eq) followed by 2–3 drops of DMF. The mixture was stirred until no more gas evolution was observed. As the mixture was concentrated and the residue was dissolved in CH2Cl2, cooled to 0° C., and treated with AlCl3 (9.6 g, 1.1 eq). After 1 h the mixture was que... Starting materials: COCCCCN1C(=NC2=C1C=CC=C2)C(=O)N([C@@H]2CN(C[C@@H](C2)C2=NC(=NO2)C)C(=O)OC(C)(C)C)CC(C)C (tert-butyl(3S, 5R)-3-[{[1-(4-methoxybutyl)-1H-benzimidazol-2-yl]carbonyl}(2-methylpropyl)amino]-5-(3-methyl-1,2,4-oxadiazol-5-yl)piperidine-1-carboxylate), C(C)(=O)OCC.Cl (hydrogen chloride-ethyl acetate). Run at time 3 hour. Product: Cl.Cl.COCCCCN1C(=NC2=C1C=CC=C2)C(=O)N(CC(C)C)[C@@H]2CNC[C@@H](C2)C2=NC(=NO2)C (1-(4-methoxybutyl)-N-[(3S, 5R)-5-(3-methyl-1,2,4-oxadiazol-5-yl)piperidin-3-yl]-N-(2-methylpropyl)-1H-benzimidazole-2-carboxamide dihydrochloride). Reaction SMILES: [CH3:1][O:2][CH2:3][CH2:4][CH2:5][CH2:6][N:7]1[C:11]2[CH:12]=[CH:13][CH:14]=[CH:15][C:10]=2[N:9]=[C:8]1[C:16]([N:18]([CH2:38][CH:39]([CH3:41])[CH3:40])[C@H:19]1[CH2:24][C@@H:23]([C:25]2[O:29][N:28]=[C:27]([CH3:30])[N:26]=2)[CH2:22][N:21](C(OC(C)(C)C)=O)[CH2:20]1)=[O:17].C(OCC)(=O)C.[ClH:48]>>[ClH:48].[ClH:48].[CH3:1][O:2][CH2:3][CH2:4][CH2:5][CH2:6][N:7]1[C:11]2[CH:12]=[CH:13][CH:14]=[CH:15][C:10]=2[N:9]=[C:8]1[C:16]([N:18]([C@H:19]1[CH2:24][C@@H:23]([C:25]2[O:29][N:28]=[C:27]([CH3:30])[N:26]=2)[CH2:22][NH:21][CH2:20]1)[CH2:38][CH:39]([CH3:41])[CH3:40])=[O:17] |f:1.2,3.4.5|. Procedure: (3R, 55)-1-(tert-Butoxycarbonyl)-5-[{[1-(4-methoxybutyl)-1H-benzimidazol-2-yl]carbonyl}(2-methylpropyl)amino]piperidine-3-carboxylic acid (265 mg), N-hydroxy acetamidine (56 mg), 1H-benzotriazol-1-ol (95 mg) and N,N-diisopropylethylamine (259 μl)) were dissolved in DMF (10 ml), WSC.HCl (144 mg) was added and the mixture was stirred at room temperature for 15 hr. The reaction mixture was concentrated under reduced pressure, and the mixture was extracted with ethyl acetate. The extract was washed ... Reactants: CN (methylamine), BrCC1=C(C(=O)OCC)C(=CC=C1)OC (ethyl 2-bromomethyl-6-methoxybenzoate). Run in CO (methanol). Run at temperature 0 celsius, time 5 hour. Product: COC=1C=CC=C2CN(C(C12)=O)C (7-methoxy-2-methyl-2,3-dihydroisoindol-1-one). Isolated yield 47.0%. As a reaction SMILES: [CH3:1][NH2:2].Br[CH2:4][C:5]1[CH:15]=[CH:14][CH:13]=[C:12]([O:16][CH3:17])[C:6]=1[C:7](OCC)=[O:8]>CO>[CH3:17][O:16][C:12]1[CH:13]=[CH:14][CH:15]=[C:5]2[C:6]=1[C:7](=[O:8])[N:2]([CH3:1])[CH2:4]2. Procedure details: A solution of methylamine (2 M in methanol) at 0° C. was added dropwise to a solution of 14.82 g of ethyl 2-bromomethyl-6-methoxybenzoate in methanol and the reaction medium was stirred for 5 hours at 0° C. and left to stir at ambient temperature for 2 days. The solvent was evaporated off and 30 ml of a saturated sodium hydrogen carbonate solution were added to the residue. The product was extracted with ethyl acetate (3×50 ml). The organic phases were combined, dried over magnesium sulfate and ... The product is CC1(c2ccc(O)cc2)CSc2cc(O)ccc2C1CCCCCCCCCN. As a reaction SMILES: [CH3:32][OH:33].[N:1](=[N+:2]=[N-:3])[CH2:4][CH2:5][CH2:6][CH2:7][CH2:8][CH2:9][CH2:10][CH2:11][CH2:12][CH:13]1[C:14]([CH3:24])([c:25]2[cH:26][cH:27][c:28]([OH:31])[cH:29][cH:30]2)[CH2:15][S:16][c:17]2[cH:18][c:19]([OH:23])[cH:20][cH:21][c:22]21>>[NH2:1][CH2:4][CH2:5][CH2:6][CH2:7][CH2:8][CH2:9][CH2:10][CH2:11][CH2:12][CH:13]1[C:14]([CH3:24])([c:25]2[cH:26][cH:27][c:28]([OH:31])[cH:29][cH:30]2)[CH2:15][S:16][c:17]2[cH:18][c:19]([OH:23])[cH:20][cH:21][c:22]21. Reactants: CO, CC1(c2ccc(O)cc2)CSc2cc(O)ccc2C1CCCCCCCCCN=[N+]=[N-]. Reactants: C1CCOC1, COC(=O)C1NCCC1c1ccc(C(F)(F)F)cc1. Yields the product OCC1NCCC1c1ccc(C(F)(F)F)cc1. RXN SMILES: [CH2:20]1[O:21][CH2:22][CH2:23][CH2:24]1.[F:1][C:2]([c:3]1[cH:4][cH:5][c:6]([CH:9]2[CH:10]([C:14](=[O:15])[O:16][CH3:17])[NH:11][CH2:12][CH2:13]2)[cH:7][cH:8]1)([F:18])[F:19]>>[F:1][C:2]([c:3]1[cH:4][cH:5][c:6]([CH:9]2[CH:10]([CH2:14][OH:15])[NH:11][CH2:12][CH2:13]2)[cH:7][cH:8]1)([F:18])[F:19]. The reactants are COC(C1=CC(=C(C=C1)O)F)=O (3-fluoro-4-hydroxy-benzoic acid methyl ester), [H-].[Na+] (NaH), oil, BrCC(=O)OC(C)(C)C (tert.butyl bromoacetate). Run in C(OC)COC (dimethoxyethane). Reaction conditions: temperature 70 celsius. Product: COC(C1=CC(=C(C=C1)OCC(=O)OC(C)(C)C)F)=O (4-tert-Butoxycarbonylmethoxy-3-fluoro-benzoic acid methyl ester). The yield is 84.5%. RXN SMILES: [CH3:1][O:2][C:3](=[O:12])[C:4]1[CH:9]=[CH:8][C:7]([OH:10])=[C:6]([F:11])[CH:5]=1.[H-].[Na+].Br[CH2:16][C:17]([O:19][C:20]([CH3:23])([CH3:22])[CH3:21])=[O:18]>C(COC)OC>[CH3:1][O:2][C:3](=[O:12])[C:4]1[CH:9]=[CH:8][C:7]([O:10][CH2:16][C:17]([O:19][C:20]([CH3:23])([CH3:22])[CH3:21])=[O:18])=[C:6]([F:11])[CH:5]=1 |f:1.2|. Procedure details: A mixture of 3-fluoro-4-hydroxy-benzoic acid methyl ester (2.5 g, 14.7 mmol), NaH suspension in oil (55%) (641 mg, 14.7 mmol), KI (244 mg, 14.7 mmol, 0.1 eq.) and tert.butyl bromoacetate (3.44 g, 17.6 mmol 1.2 eq.) in dimethoxyethane (20 ml) was heated to 70° C. for 16 hrs. After evaporation of the solvent the residue was chromatographed over 120 g SiO2 (Merck 230-400 mesh) with EtOAc/nHexane 7:93, affording the title compound (3.53 g, 85% yield) as a colorless liquid. MS: m/e=284 (M+).